From a dataset of the Open Reaction Database (ORD), a public repository of structured organic reaction records. describe an organic reaction: reactants, conditions, products, and yield Reactants: O (water), CC=1N(C(=CC1)C)C1=NC(=C(C(=N1)C)O)C (2-(2,5-Dimethyl-1H-pyrrol-1-yl)-5-hydroxy-4,6-dimethylpyrimidine), C(C1=CC=CC=C1)Br (benzyl bromide), [H-].[Na+] (sodium hydride). The solvent is C1CCOC1 (THF). Conditions: time 48 hour. Yields the product CC=1N(C(=CC1)C)C1=NC(=C(C(=N1)C)OCC1=CC=CC=C1)C (2-(2,5-Dimethyl-1H-pyrrol-1-yl)-5-benzyloxy-4,6-dimethylpyrimidine). Reaction SMILES: [CH3:1][C:2]1[N:3]([C:8]2[N:13]=[C:12]([CH3:14])[C:11]([OH:15])=[C:10]([CH3:16])[N:9]=2)[C:4]([CH3:7])=[CH:5][CH:6]=1.[H-].[Na+].[CH2:19](Br)[C:20]1[CH:25]=[CH:24][CH:23]=[CH:22][CH:21]=1.O>C1COCC1>[CH3:1][C:2]1[N:3]([C:8]2[N:9]=[C:10]([CH3:16])[C:11]([O:15][CH2:19][C:20]3[CH:25]=[CH:24][CH:23]=[CH:22][CH:21]=3)=[C:12]([CH3:14])[N:13]=2)[C:4]([CH3:7])=[CH:5][CH:6]=1 |f:1.2|. Reported procedure: To a stirred solution containing 1.62 g (7.46 mmol) of 2-(2,5-dimethyl-1H-pyrrol-1-yl)-5-hydroxy-4,6-dimethylpyrimidine (5) in 30 mL of anhydrous THF were added 440 mg (11.00 mmol) of 60% sodium hydride suspension in mineral oil followed by 1.20 mL (10.10 mmol) of benzyl bromide. The reaction mixture was stirred at room temperature under argon atmosphere for 48 h. The reaction mixture was poured into 150 mL of water and extracted with two portions of 100 mL of ethyl acetate. The combined organic... Reactants: C(C1=CC=CC=C1)N1N=NN=C1CN1C(C2=CC=CC=C2C1=O)=O (2-(1-benzyl-1H-tetrazol-5-ylmethyl)-isoindole-1,3-dione), NN (hydrazine), Cl (HCl). Solvent: C(C)O (ethanol), C(C)OCC (diethyl ether). Product: C(C1=CC=CC=C1)N1N=NN=C1CN (C-(1-benzyl-1H-tetrazol-5-yl)-methylamine). Reaction SMILES: [CH2:1]([N:8]1[C:12]([CH2:13][N:14]2C(=O)C3C(=CC=CC=3)C2=O)=[N:11][N:10]=[N:9]1)[C:2]1[CH:7]=[CH:6][CH:5]=[CH:4][CH:3]=1.NN.Cl>C(O)C.C(OCC)C>[CH2:1]([N:8]1[C:12]([CH2:13][NH2:14])=[N:11][N:10]=[N:9]1)[C:2]1[CH:3]=[CH:4][CH:5]=[CH:6][CH:7]=1. Procedure: To a stirred solution of the solid isolated in Step B (7.88 g, 24.7 mmol) in ethanol (300 mL), hydrazine (1.58 g, 49.3 mmol) was added. The reaction mixture was then refluxed four hours. After cooling down to room temperature, the white solid from the solution was removed by filtration. The filtrate was concentrated. Acetonitrile (50 mL) was added to the residue. The precipitate from the solution was removed by filtration. The filtrate was concentrated to yield a colorless oil which was treated ... Reactants: C(C)N(C(C)C)C(C)C (N-ethyl-N-isopropylpropan-2-amine), COC=1C=C(C=CC1OC)C1=CC2=NC=CC(=C2O1)C=1C(=C(N)C=CC1)C (3-[2-(3,4-dimethoxyphenyl)furo[3,2-b]pyridin-7-yl]-2-methylaniline), S1C(=CC2=C1CCCC2)C(=O)Cl (4,5,6,7-tetrahydro-1-benzothiophene-2-carbonyl chloride). Product: COC=1C=C(C=CC1OC)C1=CC2=NC=CC(=C2O1)C=1C(=C(C=CC1)NC(=O)C=1SC2=C(C1)CCCC2)C (N-{3-[2-(3,4-Dimethoxyphenyl)furo[3,2-b]pyridin-7-yl]-2-methylphenyl}-4,5,6,7-tetrahydro-1-benzothiophene-2-carboxamide), solid. The yield is 55.0%. RXN SMILES: [CH3:1][O:2][C:3]1[CH:4]=[C:5]([C:11]2[O:19][C:18]3[C:13](=[N:14][CH:15]=[CH:16][C:17]=3[C:20]3[C:21]([CH3:27])=[C:22]([CH:24]=[CH:25][CH:26]=3)[NH2:23])[CH:12]=2)[CH:6]=[CH:7][C:8]=1[O:9][CH3:10].[S:28]1[C:32]2[CH2:33][CH2:34][CH2:35][CH2:36][C:31]=2[CH:30]=[C:29]1[C:37](Cl)=[O:38].C(N(C(C)C)C(C)C)C>>[CH3:1][O:2][C:3]1[CH:4]=[C:5]([C:11]2[O:19][C:18]3[C:13](=[N:14][CH:15]=[CH:16][C:17]=3[C:20]3[C:21]([CH3:27])=[C:22]([NH:23][C:37]([C:29]4[S:28][C:32]5[CH2:33][CH2:34][CH2:35][CH2:36][C:31]=5[CH:30]=4)=[O:38])[CH:24]=[CH:25][CH:26]=3)[CH:12]=2)[CH:6]=[CH:7][C:8]=1[O:9][CH3:10]. Procedure details: The compound was synthesized according to the procedure L with 3-[2-(3,4-dimethoxyphenyl)furo[3,2-b]pyridin-7-yl]-2-methylaniline (40.00 mg, 0.11 mmol) and 4,5,6,7-tetrahydro-1-benzothiophene-2-carbonyl chloride (24.5 mg, 0.12 mmol) and N-ethyl-N-isopropylpropan-2-amine (0.03 ml, 0.17 mmol). The title compound was obtained as a yellow solid (32 mg, 55%). HPLC (method F): 96%, RT=4.512 min. 1H NMR (DMSO-d6) δ [ppm] 9.95 (s, 1H), 8.53 (d, 1H), 7.63 (d, 2H), 7.45-7.27 (m, 6H), 7.03 (d, 1H), 3.83 (s... Starting materials: 24.2, FC1=CC=C(C=C1)C1(OCC2=CC=CC=C12)CCCO (1-(4-fluorophenyl)-1,3-dihydroisobenzofuran-1-propanol), N1=CC=CC=C1 (pyridine), S(=O)(Cl)Cl (thionyl chloride). Solvent: ClC(Cl)Cl (trichloromethane). Conditions: temperature 50 celsius, time 3 hour. The product is ClCCCC1(OCC2=CC=CC=C12)C1=CC=C(C=C1)F (1-(3-chloropropyl)-1-(4-fluorophenyl)-1,3-dihydroisobenzofuran), intermediate 12. Reaction SMILES: [F:1][C:2]1[CH:7]=[CH:6][C:5]([C:8]2([CH2:17][CH2:18][CH2:19]O)[C:16]3[C:11](=[CH:12][CH:13]=[CH:14][CH:15]=3)[CH2:10][O:9]2)=[CH:4][CH:3]=1.N1C=CC=CC=1.S(Cl)([Cl:29])=O>ClC(Cl)Cl>[Cl:29][CH2:19][CH2:18][CH2:17][C:8]1([C:5]2[CH:6]=[CH:7][C:2]([F:1])=[CH:3][CH:4]=2)[C:16]2[C:11](=[CH:12][CH:13]=[CH:14][CH:15]=2)[CH2:10][O:9]1. Procedure: To a stirred solution of 24.2 parts of 1-(4-fluorophenyl)-1,3-dihydroisobenzofuran-1-propanol in 8 parts of pyridine and 90 parts of trichloromethane were added dropwise 12.1 parts of thionyl chloride. Upon completion, the whole was heated slowly to 50° C. and stirring at this temperature was continued for 3 hours. The reaction mixture was poured onto ice-water. The organic phase was separated, washed with a sodium hydrogen carbonate solution (10%), dried and evaporated, yielding 20 parts of 1-(... Reactants: C(C)(C)(C)OC(=O)N1CC(CC1)C(C1=CC=C(C=C1)Br)=O (3-(4-bromo-benzoyl)-pyrrolidine-1-carboxylic acid tert-butyl ester). The solvent is Cl (HCl), O1CCOCC1 (dioxane). Product: BrC1=CC=C(C=C1)C(=O)C1CNCC1 ((±)-(4-Bromo-phenyl)-pyrrolidin-3-yl-methanone). Yield: 82.4%. As a reaction SMILES: C(OC([N:8]1[CH2:12][CH2:11][CH:10]([C:13](=[O:21])[C:14]2[CH:19]=[CH:18][C:17]([Br:20])=[CH:16][CH:15]=2)[CH2:9]1)=O)(C)(C)C>Cl.O1CCOCC1>[Br:20][C:17]1[CH:18]=[CH:19][C:14]([C:13]([CH:10]2[CH2:11][CH2:12][NH:8][CH2:9]2)=[O:21])=[CH:15][CH:16]=1. Procedure details: Stir a solution of 3-(4-bromo-benzoyl)-pyrrolidine-1-carboxylic acid tert-butyl ester (3.79 g, 10.7 mmol) in 4 M HCl in dioxane (21.4 mL) at 0° C. for one hour. Concentrate the reaction mixture, dilute the mixture with CH2Cl2, wash with 5 N NaOH (15 mL), and back extract the aqueous with CH2Cl2. Wash the combined organic layer with brine, dry over Na2SO4, filter, and concentrate. Purify the crude material by flash chromatograph, eluting with 5-10% in MeOH (2N NH3)/CH2Cl2 to give 2.24 g (82%) of ... Starting materials: [H-].[Na+] (sodium hydride), [Cl-].[NH4+] (ammonium chloride), FC(C1=CC(=NC=C1)C=1NOC(N1)=O)(F)F (3-(4-trifluoromethylpyridin-2-yl)-1,2,4-oxadiazol-5-one), ClC=1C=C(C(=O)OCCl)C=CC1 (chloromethyl 3-chlorobenzoate). Run in CN(C=O)C (N,N-dimethylformamide). Reaction conditions: time 10 minute. Yields the product ClC=1C=C(C(=O)OCN2C(=NOC2=O)C2=NC=CC(=C2)C(F)(F)F)C=CC1 ([3-(4-trifluoromethylpyridin-2-yl)-1,2,4-oxadiazol-5-on-4-yl]methyl 3-chlorobenzoate). Yield: 52.0%. RXN SMILES: [H-].[Na+].[F:3][C:4]([F:18])([F:17])[C:5]1[CH:10]=[CH:9][N:8]=[C:7]([C:11]2[NH:12][O:13][C:14](=[O:16])[N:15]=2)[CH:6]=1.[Cl:19][C:20]1[CH:21]=[C:22]([CH:28]=[CH:29][CH:30]=1)[C:23]([O:25][CH2:26]Cl)=[O:24].[Cl-].[NH4+]>CN(C)C=O>[Cl:19][C:20]1[CH:21]=[C:22]([CH:28]=[CH:29][CH:30]=1)[C:23]([O:25][CH2:26][N:15]1[C:14](=[O:16])[O:13][N:12]=[C:11]1[C:7]1[CH:6]=[C:5]([C:4]([F:3])([F:17])[F:18])[CH:10]=[CH:9][N:8]=1)=[O:24] |f:0.1,4.5|. Procedure: Into 2 ml of N,N-dimethylformamide was suspended 0.05 g of sodium hydride (60% oily), and 0.2 g of 3-(4-trifluoromethylpyridin-2-yl)-1,2,4-oxadiazol-5-one was added at room temperature. After stirring for 10 minutes, 0.23 g of chloromethyl 3-chlorobenzoate was added, ad the mixture was stirred at 60° C. for 3 hours. The reaction solution was allowed to cool to room temperature, and poured into an aqueous saturated ammonium chloride solution, followed by extraction with ethyl acetate three times.... Yields the product EtOAc hexanes, C1(=CC=CC=C1)CCCCCCC(=O)C=1OC(=CN1)C=1C=C(C(=O)N)C=CC1 (3-(2-(7-Phenylheptanoyl)oxazol-5-yl)benzamide). Procedure details: 3-(2-(1-(tert-Butyldimethylsilyloxy)-7-phenylheptyl)oxazol-5-yl)benzamide. The title compound was prepared from 2-(1-(tert-butyldimethylsilyloxy)-7-phenylheptyl)-5-(tributylstannyl)oxazole (72 mg, 0.109 mmol) and 3-bromobenzamide following General Procedure A. Flash chromatography (10-40% EtOAc/hexanes) yielded the title compound as a white solid (52 mg, 96%): 1H NMR (CD3OD, 600 MHz) δ 8.23 (s, 1H), 8.03 (s, 1H), 7.83 (m, 1H), 7.53 (m, 1H), 7.35 (m, 1H), 7.18-7.09 (m, 5H), 3.30 (t, 1H, J=6.0 Hz)... Starting materials: [Si](C)(C)(C(C)(C)C)OC(CCCCCCC1=CC=CC=C1)C=1OC(=CN1)C=1C=C(C(=O)N)C=CC1 (3-(2-(1-(tert-Butyldimethylsilyloxy)-7-phenylheptyl)oxazol-5-yl)benzamide), [Si](C)(C)(C(C)(C)C)OC(CCCCCCC1=CC=CC=C1)C=1OC(=CN1)[Sn](CCCC)(CCCC)CCCC (2-(1-(tert-butyldimethylsilyloxy)-7-phenylheptyl)-5-(tributylstannyl)oxazole), BrC=1C=C(C(=O)N)C=CC1 (3-bromobenzamide). Yield: 96.0%. RXN SMILES: [Si]([O:8][CH:9]([C:22]1[O:23][C:24]([C:27]2[CH:28]=[C:29]([CH:33]=[CH:34][CH:35]=2)[C:30]([NH2:32])=[O:31])=[CH:25][N:26]=1)[CH2:10][CH2:11][CH2:12][CH2:13][CH2:14][CH2:15][C:16]1[CH:21]=[CH:20][CH:19]=[CH:18][CH:17]=1)(C(C)(C)C)(C)C.[Si](OC(C1OC([Sn](CCCC)(CCCC)CCCC)=CN=1)CCCCCCC1C=CC=CC=1)(C(C)(C)C)(C)C.BrC1C=C(C=CC=1)C(N)=O>>[C:16]1([CH2:15][CH2:14][CH2:13][CH2:12][CH2:11][CH2:10][C:9]([C:22]2[O:23][C:24]([C:27]3[CH:28]=[C:29]([CH:33]=[CH:34][CH:35]=3)[C:30]([NH2:32])=[O:31])=[CH:25][N:26]=2)=[O:8])[CH:21]=[CH:20][CH:19]=[CH:18][CH:17]=1. The reactants are M-indole, C1=CC=CC2=NC=C3C=CC=CC3=C12 (phenanthridine), FC(OC=1C=C(C(=O)Cl)C=CC1)(F)F (3-(trifluoromethoxy)benzoyl chloride), N1C=CC2=CC=CC=C12 (indole). The product is N1C=C(C2=CC=CC=C12)C1N(C=2C=CC=CC2C2=CC=CC=C12)C(=O)C1=CC(=CC=C1)OC(F)(F)F ([6-(1H-Indol-3-yl)-6H-phenanthridin-5-yl]-(3-trifluoromethoxy-phenyl)-methanone). As a reaction SMILES: [CH:1]1[C:14]2[C:5](=[N:6][CH:7]=[C:8]3[C:13]=2[CH:12]=[CH:11][CH:10]=[CH:9]3)[CH:4]=[CH:3][CH:2]=1.[F:15][C:16]([F:28])([F:27])[O:17][C:18]1[CH:19]=[C:20]([CH:24]=[CH:25][CH:26]=1)[C:21](Cl)=[O:22].[NH:29]1[C:37]2[C:32](=[CH:33][CH:34]=[CH:35][CH:36]=2)[CH:31]=[CH:30]1>>[NH:29]1[C:37]2[C:32](=[CH:33][CH:34]=[CH:35][CH:36]=2)[C:31]([CH:7]2[C:8]3[C:13](=[CH:12][CH:11]=[CH:10][CH:9]=3)[C:14]3[CH:1]=[CH:2][CH:3]=[CH:4][C:5]=3[N:6]2[C:21]([C:20]2[CH:24]=[CH:25][CH:26]=[C:18]([O:17][C:16]([F:28])([F:27])[F:15])[CH:19]=2)=[O:22])=[CH:30]1. Reported procedure: [6-(1H-Indol-3-yl)-6H-phenanthridin-5-yl]-(3-trifluoromethoxy-phenyl)-methanone was prepared from phenanthridine, 3-(trifluoromethoxy)benzoyl chloride, and indole according to GP 2. Yield, 16%. 1H-NMR (DMSO-d6): δ=6.22 (d, J=2.0 Hz, 1H), 6.37 (s, br., 1H), 6.83 (t, J=7.5 Hz, 1H), 6.99-7.32 (m, 7H), 7.35-7.48 (m, 3H), 7.51-7.59 (m, 2H), 7.85 (“d”, J≈7 Hz, 1H), 7.98 (dd, J=7.8 Hz, J=1.0 Hz, 1H), 8.12 (d, J=7.6 Hz, 1H), 10.72 (s, 1H); (+)-ESI-MS: m/z=485 [M+H]+, 368 [M-indole+H]+; (−)-ESI-MS: m/z=4... RXN SMILES: [C:34](=[O:35])([O-:36])[O-:37].[Cl:1][CH2:2][CH2:3][CH2:4][CH2:5][CH:6]([c:7]1[cH:8][cH:9][c:10]([F:13])[cH:11][cH:12]1)[c:14]1[n:15][c:16]([NH:19][c:20]2[cH:21][c:22]([O:32][CH3:33])[c:23](-[c:26]3[cH:27][c:28]([CH3:31])[n:29][o:30]3)[cH:24][cH:25]2)[n:17][nH:18]1.[I-:41].[K+:38].[K+:39].[K+:40].[O:42]=[CH:43][N:44]([CH3:45])[CH3:46]>>[CH2:2]1[CH2:3][CH2:4][CH2:5][CH:6]([c:7]2[cH:8][cH:9][c:10]([F:13])[cH:11][cH:12]2)[c:14]2[n:15][c:16]([NH:19][c:20]3[cH:21][c:22]([O:32][CH3:33])[c:23](-[c:26]4[cH:27][c:28]([CH3:31])[n:29][o:30]4)[cH:24][cH:25]3)[n:17][n:18]21. The reactants are O=C([O-])[O-], COc1cc(Nc2n[nH]c(C(CCCCCl)c3ccc(F)cc3)n2)ccc1-c1cc(C)no1, [I-], [K+], [K+], [K+], CN(C)C=O. The product is COc1cc(Nc2nc3n(n2)CCCCC3c2ccc(F)cc2)ccc1-c1cc(C)no1.